describe an organic reaction: reactants, conditions, products, and yield From a dataset of the Open Reaction Database (ORD), a public repository of structured organic reaction records. Starting materials: CC1CO1, Cn1nnnc1S, CCOC(C)=O, CN(C)C=O, CC(CBr)=C(C(=O)OC(c1ccccc1)c1ccccc1)N1CC(NC(=O)COc2ccccc2)C1=O. Product: CC(CSc1nnnn1C)=C(C(=O)OC(c1ccccc1)c1ccccc1)N1CC(NC(=O)COc2ccccc2)C1=O. As a reaction SMILES: [CH2:51]1[O:52][CH:53]1[CH3:54].[CH3:38][n:39]1[n:40][n:41][n:42][c:43]1[SH:44].[CH3:45][CH2:46][O:47][C:48](=[O:49])[CH3:50].[CH3:55][N:56]([CH3:57])[CH:58]=[O:59].[O:1]([c:2]1[cH:3][cH:4][cH:5][cH:6][cH:7]1)[CH2:8][C:9](=[O:10])[NH:11][CH:12]1[C:13](=[O:37])[N:14]([C:16]([C:17](=[O:18])[O:19][CH:20]([c:21]2[cH:22][cH:23][cH:24][cH:25][cH:26]2)[c:27]2[cH:28][cH:29][cH:30][cH:31][cH:32]2)=[C:33]([CH2:34][Br:35])[CH3:36])[CH2:15]1>>[O:1]([c:2]1[cH:3][cH:4][cH:5][cH:6][cH:7]1)[CH2:8][C:9](=[O:10])[NH:11][CH:12]1[C:13](=[O:37])[N:14]([C:16]([C:17](=[O:18])[O:19][CH:20]([c:21]2[cH:22][cH:23][cH:24][cH:25][cH:26]2)[c:27]2[cH:28][cH:29][cH:30][cH:31][cH:32]2)=[C:33]([CH2:34][S:44][c:43]2[n:39]([CH3:38])[n:40][n:41][n:42]2)[CH3:36])[CH2:15]1.